Dataset: the Open Reaction Database (ORD), a public repository of structured organic reaction records. Task: describe an organic reaction: reactants, conditions, products, and yield Starting materials: C(C1=CC=CC=C1)OCC=O (benzyloxyacetaldehyde), C(O)([O-])=O.[Na+] (sodium hydrogen carbonate). Product: C(C1=CC=CC=C1)OCC=O (benzyloxyacetaldehyde), C(C1=CC=CC=C1)OCCO (2-benzyloxyethanol). Reaction SMILES: C(=O)([O-])O.[Na+].[CH2:6]([O:13][CH2:14][CH:15]=[O:16])[C:7]1[CH:12]=[CH:11][CH:10]=[CH:9][CH:8]=1>>[CH2:6]([O:13][CH2:14][CH:15]=[O:16])[C:7]1[CH:12]=[CH:11][CH:10]=[CH:9][CH:8]=1.[CH2:6]([O:13][CH2:14][CH2:15][OH:16])[C:7]1[CH:12]=[CH:11][CH:10]=[CH:9][CH:8]=1 |f:0.1|. Reported procedure: Example 1 was repeated except that 2.5 g (30 mmoles) of sodium hydrogen carbonate was used instead of 2.6 g (15 mmoles ) of dipotassium hydrogen phosphate, to obtain 7.1 g of benzyloxyacetaldehyde and 4.5 g of 2-benzyloxyethanol (yield of benzyloxyacetaldehyde based on the 2-benzyloxyethanol that had reacted: 66.8%, ratio of recovery of 2-benzyloxyethanol: 29.6%). Reactants: O=c1ccccn1C(=S)n1ccccc1=O, ClCCl, Cc1nc(N)ccc1C#N. Yields the product Cc1nc(N=C=S)ccc1C#N. Reaction SMILES: [C:11](=[S:12])([n:13]1[cH:14][cH:15][cH:16][cH:17][c:18]1=[O:19])[n:20]1[cH:21][cH:22][cH:23][cH:24][c:25]1=[O:26].[Cl:27][CH2:28][Cl:29].[NH2:1][c:2]1[n:3][c:4]([CH3:10])[c:5]([C:6]#[N:7])[cH:8][cH:9]1>>[N:1]([c:2]1[n:3][c:4]([CH3:10])[c:5]([C:6]#[N:7])[cH:8][cH:9]1)=[C:11]=[S:12]. The reactants are COS(=O)(=O)OC, Cc1ncc([N+](=O)[O-])n1C, Cc1ncc([N+](=O)[O-])[nH]1, CC[O-], CCO, O=Cc1ccccc1, [Na+], c1ccccc1. Yields the product Cn1c([N+](=O)[O-])cnc1C=Cc1ccccc1. Reaction SMILES: [CH3:10][O:11][S:12]([O:13][CH3:14])(=[O:15])=[O:16].[CH3:17][n:18]1[c:19]([CH3:26])[n:20][cH:21][c:22]1[N+:23](=[O:24])[O-:25].[CH3:1][c:2]1[nH:3][c:4]([N+:5]([O-:6])=[O:7])[cH:8][n:9]1.[CH3:36][CH2:37][O-:38].[CH3:39][CH2:40][OH:41].[CH:27](=[O:28])[c:29]1[cH:30][cH:31][cH:32][cH:33][cH:34]1.[Na+:35].[cH:42]1[cH:43][cH:44][cH:45][cH:46][cH:47]1>>[CH3:17][n:18]1[c:19]([CH:26]=[CH:27][c:29]2[cH:30][cH:31][cH:32][cH:33][cH:34]2)[n:20][cH:21][c:22]1[N+:23](=[O:24])[O-:25]. The reactants are CN(CCC1CCC(CC(=O)O)CC1)C(=O)OC(C)(C)C, CCN1CCOCC1, CNCCO, Cl. Product: CN(CCO)C(=O)CC1CCC(CCN(C)C(=O)OC(C)(C)C)CC1. RXN SMILES: [C:1]([CH3:2])([CH3:3])([CH3:4])[O:5][C:6](=[O:7])[N:8]([CH2:9][CH2:10][CH:11]1[CH2:12][CH2:13][CH:14]([CH2:17][C:18](=[O:19])[OH:20])[CH2:15][CH2:16]1)[CH3:21].[CH2:27]([N:28]1[CH2:29][CH2:30][O:31][CH2:32][CH2:33]1)[CH3:34].[CH3:22][NH:23][CH2:24][CH2:25][OH:26].[ClH:35]>>[C:1]([CH3:2])([CH3:3])([CH3:4])[O:5][C:6](=[O:7])[N:8]([CH2:9][CH2:10][CH:11]1[CH2:12][CH2:13][CH:14]([CH2:17][C:18](=[O:20])[N:23]([CH3:22])[CH2:24][CH2:25][OH:26])[CH2:15][CH2:16]1)[CH3:21]. Starting materials: CC(C)=O, CC(C)C(N)C(=O)O, CCC(C)=O. Product: CCC(C)NC(C(=O)O)C(C)C. Reaction SMILES: [CH3:14][C:15](=[O:16])[CH3:17].[CH3:1][CH:2]([CH3:3])[CH:4]([NH2:5])[C:6]([OH:7])=[O:8].[CH3:9][C:10]([CH2:11][CH3:12])=[O:13]>>[CH3:1][CH:2]([CH3:3])[CH:4]([NH:5][CH:10]([CH3:9])[CH2:11][CH3:12])[C:6]([OH:7])=[O:8].